From a dataset of the Open Reaction Database (ORD), a public repository of structured organic reaction records. describe an organic reaction: reactants, conditions, products, and yield Reactants: ClC1=C(C=NC2=C1C(=NC=1N2N=C(C1)C)C)C(=O)OCC (6-chloro-2,5-dimethylpyrazolo[1,5-a]-pyrido[3,2-e]pyrimidine-7-carboxylic acid, ethyl ester), alcohol, C(C)(CC)N (sec. butylamine). Run at time 1 hour. The product is CC1=NN2C(N=C(C3=C2N=CC(=C3NC(CC)C)C(=O)OCC)C)=C1 (2,5-dimethyl-6-[(1-methylpropyl)amino]pyrazolo[1,5-a]pyrido[3,2-e]pyrimidine-7-carboxylic acid, ethyl ester). Reaction SMILES: Cl[C:2]1[C:7]2[C:8]([CH3:16])=[N:9][C:10]3[N:11]([N:12]=[C:13]([CH3:15])[CH:14]=3)[C:6]=2[N:5]=[CH:4][C:3]=1[C:17]([O:19][CH2:20][CH3:21])=[O:18].[CH:22]([NH2:26])([CH2:24][CH3:25])[CH3:23]>>[CH3:15][C:13]1[CH:14]=[C:10]2[N:9]=[C:8]([CH3:16])[C:7]3[C:2]([NH:26][CH:22]([CH3:23])[CH2:24][CH3:25])=[C:3]([C:17]([O:19][CH2:20][CH3:21])=[O:18])[CH:4]=[N:5][C:6]=3[N:11]2[N:12]=1. Procedure details: 3.0 g. of 6-chloro-2,5-dimethylpyrazolo[1,5-a]-pyrido[3,2-e]pyrimidine-7-carboxylic acid, ethyl ester of Example 1c (0.01 mol.) are dissolved in 20 ml. of alcohol. 2.1 g. of sec. butylamine (0.03 mol.) are added and the mixture is refluxed with stirring for 1 hour. The solvent and excess amine is removed in vacuo and the crystalline residue is treated with water and filtered off to obtain 2,5-dimethyl-6-[(1-methylpropyl)amino]pyrazolo[1,5-a]pyrido[3,2-e]pyrimidine-7-carboxylic acid, ethyl ester,... Reactants: CCN=C=O, CC(C)(CC(=O)NC1CCc2ccccc2N(Cc2ccc(-c3ccccc3N)cc2)C1=O)NC(=O)OC(C)(C)C. The product is CCNC(=O)Nc1ccccc1-c1ccc(CN2C(=O)C(NC(=O)CC(C)(C)NC(=O)OC(C)(C)C)CCc3ccccc32)cc1. RXN SMILES: [CH2:42]([CH3:43])[N:44]=[C:45]=[O:46].[NH2:1][c:2]1[c:3](-[c:8]2[cH:9][cH:10][c:11]([CH2:14][N:15]3[C:16](=[O:41])[CH:17]([NH:26][C:27]([CH2:28][C:29]([CH3:30])([CH3:31])[NH:32][C:33](=[O:34])[O:35][C:36]([CH3:37])([CH3:38])[CH3:39])=[O:40])[CH2:18][CH2:19][c:20]4[c:21]3[cH:22][cH:23][cH:24][cH:25]4)[cH:12][cH:13]2)[cH:4][cH:5][cH:6][cH:7]1>>[NH:1]([c:2]1[c:3](-[c:8]2[cH:9][cH:10][c:11]([CH2:14][N:15]3[C:16](=[O:41])[CH:17]([NH:26][C:27]([CH2:28][C:29]([CH3:30])([CH3:31])[NH:32][C:33](=[O:34])[O:35][C:36]([CH3:37])([CH3:38])[CH3:39])=[O:40])[CH2:18][CH2:19][c:20]4[c:21]3[cH:22][cH:23][cH:24][cH:25]4)[cH:12][cH:13]2)[cH:4][cH:5][cH:6][cH:7]1)[C:45]([NH:44][CH2:42][CH3:43])=[O:46]. Starting materials: XXVI, BrCC1=CC=C(C(=O)OCC)C=C1 (ethyl 4-bromomethylbenzoate), C(C)#N (acetonitrile), XXVIII, XXVI, BrCC1=CC=C(C(=O)OCC)C=C1 (ethyl 4-bromomethylbenzoate), C(=O)([O-])[O-].[K+].[K+] (K2CO3). Procedure: Although a low yield of impure XXVIII can be obtained directly by heating XXVI and XXVII in DMF at 100° for 70 hr., it is better to do the esterification and furan ring closure in separate steps. 65 mg XXVI (0.1 mmole), 50 mg ethyl 4-bromomethylbenzoate (XXVII), 0.2 g K2CO3, and 10 mg tetrabutylammonium hydrogen sulfate were stirred overnight under reflux in acetonitrile. The product, the 4-ethoxycarbonylbenzyl ether of XXVI, was isolated by preparative layer chromatography with petroleum ether-... The reagents and catalysts are S(=O)(=O)(O)[O-].C(CCC)[N+](CCCC)(CCCC)CCCC (tetrabutylammonium hydrogen sulfate). The solvent is CN(C)C=O (DMF). Yields the product C(C)OC(=O)C1=CC=C(COCC2=CC=C(C=C2)C(=O)OCC)C=C1 (4-ethoxycarbonylbenzyl ether), petroleum ether-ethyl acetate. Reaction SMILES: Br[CH2:2][C:3]1[CH:13]=[CH:12][C:6]([C:7]([O:9][CH2:10][CH3:11])=[O:8])=[CH:5][CH:4]=1.[C:14]([O-:17])([O-])=[O:15].[K+].[K+].[C:20](#N)[CH3:21]>CN(C=O)C.S([O-])(O)(=O)=O.C([N+](CCCC)(CCCC)CCCC)CCC>[CH2:10]([O:9][C:7]([C:6]1[CH:12]=[CH:13][C:3]([CH2:2][O:8][CH2:7][C:6]2[CH:12]=[CH:13][C:3]([C:14]([O:17][CH2:20][CH3:21])=[O:15])=[CH:4][CH:5]=2)=[CH:4][CH:5]=1)=[O:8])[CH3:11] |f:1.2.3,6.7|. The yield is 71.0%.